This data is from the Open Reaction Database (ORD), a public repository of structured organic reaction records. The task is: describe an organic reaction: reactants, conditions, products, and yield Reactants: CC(C)([O-])C.[K+] (Potassium tert-butoxide), CP(C1=CC=CC=C1)(C1=CC=CC=C1)C1=CC=CC=C1 (methyl triphenylphosphine), CC1=C(C(=NC(=C1)C)OC)C=O (4,6-dimethyl-2-methoxypyridine-3-carbaldehyde). The solvent is C1(=CC=CC=C1)C (toluene), C1(=CC=CC=C1)C (toluene). Reaction conditions: time 0.5 hour. The product is COC1=NC(=CC(=C1C=C)C)C (2-methoxy-4,6-dimethyl-3-vinylpyridine). The yield is 55.6%. As a reaction SMILES: [CH3:1]C(C)([O-])C.[K+].CP(C1C=CC=CC=1)(C1C=CC=CC=1)C1C=CC=CC=1.[CH3:27][C:28]1[CH:33]=[C:32]([CH3:34])[N:31]=[C:30]([O:35][CH3:36])[C:29]=1[CH:37]=O>C1(C)C=CC=CC=1>[CH3:36][O:35][C:30]1[C:29]([CH:37]=[CH2:1])=[C:28]([CH3:27])[CH:33]=[C:32]([CH3:34])[N:31]=1 |f:0.1|. Procedure details: Potassium tert-butoxide (1.63 g, 14.54 mmol) is added to a suspension of methyl triphenylphosphine (5.20 g, 14.54 mmol) in toluene (70 mL) and the mixture is stirred at room temperature of 0.5 hr. To this yellow-orange mixture is added a solution of 4,6-dimethyl-2-methoxypyridine-3-carbaldehyde (1.20 g, 7.27 mmol) in toluene (10 mL). After 1.5 hr. the reaction mixture is washed with water (150 mL), with brine (150 mL), dried, filtered and concentrated and the residue is purified by chromatograph... Reactants: CCCCBr, O=C1CC(=O)N(c2ccccc2)c2cc(Cl)ccc2N1. Yields the product CCCCN1C(=O)CC(=O)N(c2ccccc2)c2cc(Cl)ccc21. Reaction SMILES: [CH2:1]([CH2:2][CH2:3][CH3:4])[Br:5].[c:6]1([N:12]2[C:13](=[O:25])[CH2:14][C:15](=[O:24])[NH:16][c:17]3[c:18]2[cH:19][c:20]([Cl:23])[cH:21][cH:22]3)[cH:7][cH:8][cH:9][cH:10][cH:11]1>>[CH2:1]([CH2:2][CH2:3][CH3:4])[N:16]1[C:15](=[O:24])[CH2:14][C:13](=[O:25])[N:12]([c:6]2[cH:7][cH:8][cH:9][cH:10][cH:11]2)[c:18]2[c:17]1[cH:22][cH:21][c:20]([Cl:23])[cH:19]2. Yields the product CCOC(=O)N1Cc2c(n(-c3ccc(F)cc3)c3ccc(F)cc23)C1. The reactants are [Br-], Fc1ccc(Br)cc1, CCOC(=O)N1Cc2[nH]c3ccc(F)cc3c2C1, [Na+], [Na+], O=C([O-])[O-], O. As a reaction SMILES: [Br-:19].[Br:26][c:27]1[cH:28][cH:29][c:30]([F:33])[cH:31][cH:32]1.[F:1][c:2]1[cH:3][c:4]2[c:5]3[c:6]([nH:7][c:8]2[cH:9][cH:10]1)[CH2:11][N:12]([C:14](=[O:15])[O:16][CH2:17][CH3:18])[CH2:13]3.[Na+:20].[Na+:21].[O-:22][C:23](=[O:24])[O-:25].[OH2:34]>>[F:1][c:2]1[cH:3][c:4]2[c:5]3[c:6]([n:7](-[c:27]4[cH:28][cH:29][c:30]([F:33])[cH:31][cH:32]4)[c:8]2[cH:9][cH:10]1)[CH2:11][N:12]([C:14](=[O:15])[O:16][CH2:17][CH3:18])[CH2:13]3. The product is Nc1ccc(OC2CCc3ccccc3NC2=O)cc1OCc1ccccc1. RXN SMILES: [CH2:1]([c:2]1[cH:3][cH:4][cH:5][cH:6][cH:7]1)[O:8][c:9]1[cH:10][c:11]([O:12][CH:13]2[CH2:14][CH2:15][c:16]3[c:17]([cH:21][cH:22][cH:23][cH:24]3)[NH:18][C:19]2=[O:20])[cH:25][cH:26][c:27]1[N+:28]([O-:29])=[O:30].[CH3:31][CH2:32][O:33][C:34]([CH3:35])=[O:36].[CH3:37][OH:38].[Pt:39]=[O:40]>>[CH2:1]([c:2]1[cH:3][cH:4][cH:5][cH:6][cH:7]1)[O:8][c:9]1[cH:10][c:11]([O:12][CH:13]2[CH2:14][CH2:15][c:16]3[c:17]([cH:21][cH:22][cH:23][cH:24]3)[NH:18][C:19]2=[O:20])[cH:25][cH:26][c:27]1[NH2:28]. Starting materials: O=C1Nc2ccccc2CCC1Oc1ccc([N+](=O)[O-])c(OCc2ccccc2)c1, CCOC(C)=O, CO, O=[Pt]. Starting materials: BrB(Br)Br, COc1ccc(C2=C(c3cn(CCCO)c4ccccc34)C(=O)NC2=O)c2occc12, ClCCl. Product: O=C1NC(=O)C(c2ccc(O)c3ccoc23)=C1c1cn(CCCO)c2ccccc12. RXN SMILES: [B:32]([Br:33])([Br:34])[Br:35].[CH3:1][O:2][c:3]1[cH:4][cH:5][c:6]([C:12]2=[C:16]([c:17]3[cH:18][n:19]([CH2:26][CH2:27][CH2:28][OH:29])[c:20]4[cH:21][cH:22][cH:23][cH:24][c:25]34)[C:15](=[O:30])[NH:14][C:13]2=[O:31])[c:7]2[c:8]1[cH:9][cH:10][o:11]2.[Cl:36][CH2:37][Cl:38]>>[OH:2][c:3]1[cH:4][cH:5][c:6]([C:12]2=[C:16]([c:17]3[cH:18][n:19]([CH2:26][CH2:27][CH2:28][OH:29])[c:20]4[cH:21][cH:22][cH:23][cH:24][c:25]34)[C:15](=[O:30])[NH:14][C:13]2=[O:31])[c:7]2[c:8]1[cH:9][cH:10][o:11]2. Reactants: FB(F)F, CC(=O)OCC1OC(OC(=N)C(Cl)(Cl)Cl)C(OC(C)=O)C(OC(C)=O)C1OC(C)=O, O=C([O-])O, C=CCOc1ccc(Cc2ccccc2O)cc1, CCOCC, ClCCl, [Na+]. Yields the product C=CCOc1ccc(Cc2ccccc2OC2OC(COC(C)=O)C(OC(C)=O)C(OC(C)=O)C2OC(C)=O)cc1. As a reaction SMILES: [B:54]([F:55])([F:56])[F:57].[C:19]([CH3:20])(=[O:21])[O:22][CH:23]1[CH:24]([O:25][C:26](=[NH:27])[C:28]([Cl:29])([Cl:30])[Cl:31])[O:32][CH:33]([CH2:44][O:45][C:46]([CH3:47])=[O:48])[CH:34]([O:40][C:41]([CH3:42])=[O:43])[CH:35]1[O:36][C:37]([CH3:38])=[O:39].[C:58](=[O:59])([O-:60])[OH:61].[CH2:1]([CH:2]=[CH2:3])[O:4][c:5]1[cH:6][cH:7][c:8]([CH2:9][c:10]2[c:11]([OH:16])[cH:12][cH:13][cH:14][cH:15]2)[cH:17][cH:18]1.[CH2:49]([O:50][CH2:51][CH3:52])[CH3:53].[Cl:63][CH2:64][Cl:65].[Na+:62]>>[CH2:1]([CH:2]=[CH2:3])[O:4][c:5]1[cH:6][cH:7][c:8]([CH2:9][c:10]2[c:11]([O:16][CH:24]3[CH:23]([O:22][C:19]([CH3:20])=[O:21])[CH:35]([O:36][C:37]([CH3:38])=[O:39])[CH:34]([O:40][C:41]([CH3:42])=[O:43])[CH:33]([CH2:44][O:45][C:46]([CH3:47])=[O:48])[O:32]3)[cH:12][cH:13][cH:14][cH:15]2)[cH:17][cH:18]1. Reactants: CO, Cl, [Li+], [OH-], O, CCOC(=O)CC1OB(O)c2cc(O)cc(C)c21. Yields the product Cc1cc(O)cc2c1C(CC(=O)O)OB2O. Reaction SMILES: [CH3:22][OH:23].[ClH:21].[Li+:20].[OH-:19].[OH2:24].[OH:1][B:2]1[O:3][CH:4]([CH2:13][C:14](=[O:15])[O:16][CH2:17][CH3:18])[c:5]2[c:6]1[cH:7][c:8]([OH:12])[cH:9][c:10]2[CH3:11]>>[OH:1][B:2]1[O:3][CH:4]([CH2:13][C:14](=[O:15])[OH:16])[c:5]2[c:6]1[cH:7][c:8]([OH:12])[cH:9][c:10]2[CH3:11]. Reactants: COC(C=1C(C(=O)OC)=C(C=CC1)NCC=1SC=CC1)=O (3-[(Thiophen-2-ylmethyl)-amino]-phthalic acid dimethyl ester), COCCNC1=C(C(C(=O)O)=CC=C1)C(=O)O (3-(2-methoxy-ethylamino)-phthalic acid), diacid, monomethyl esters. The product is S1C(=CC=C1)CNC1=C(C(C(=O)O)=CC=C1)C(=O)O (3-[(Thiophen-2-ylmethyl)-amino]-phthalic acid). Reaction SMILES: C[O:2][C:3](=[O:21])[C:4]1[C:5](=[C:10]([NH:14][CH2:15][C:16]2[S:17][CH:18]=[CH:19][CH:20]=2)[CH:11]=[CH:12][CH:13]=1)[C:6]([O:8]C)=[O:7].COCCNC1C=CC=C(C(O)=O)C=1C(O)=O>>[S:17]1[CH:18]=[CH:19][CH:20]=[C:16]1[CH2:15][NH:14][C:10]1[CH:11]=[CH:12][CH:13]=[C:4]([C:3]([OH:21])=[O:2])[C:5]=1[C:6]([OH:8])=[O:7]. Reported procedure: 3-[(Thiophen-2-ylmethyl)-amino]-phthalic acid dimethyl ester (0.88 g, 2.88 mmol) was treated in the same manner as described above for the synthesis 3-(2-methoxy-ethylamino)-phthalic acid. The product of the reaction, which contained a mixture of diacid and monomethyl esters, was used without further purification.